Task: describe an organic reaction: reactants, conditions, products, and yield. Dataset: the Open Reaction Database (ORD), a public repository of structured organic reaction records Starting materials: C(C)(C)(C)OC(CN1C=C(C2=CC(=CC=C12)C)C1NS(C2=C1C=CC=C2)(=O)=O)=O ([3-(1,1-Dioxo-2,3-dihydro-1H-1λ6-benzo[d]isothiazol-3-yl)-5-methyl-indol-1-yl]-acetic acid tert-butyl ester), BrCC=1SC2=C(N1)C=CC=C2 (2-bromomethyl-benzothiazole). Yields the product S1C(=NC2=C1C=CC=C2)CN2S(C1=C(C2C2=CN(C3=CC=C(C=C23)C)CC(=O)O)C=CC=C1)(=O)=O ([3-(2-Benzothiazol-2-ylmethyl-1,1-dioxo-2,3-dihydro-1H-1λ6-benzo[d]isothiazol-3-yl)-5-methyl-indol-1-yl]-acetic acid). As a reaction SMILES: C([O:5][C:6](=[O:29])[CH2:7][N:8]1[C:16]2[C:11](=[CH:12][C:13]([CH3:17])=[CH:14][CH:15]=2)[C:10]([CH:18]2[C:22]3[CH:23]=[CH:24][CH:25]=[CH:26][C:21]=3[S:20](=[O:28])(=[O:27])[NH:19]2)=[CH:9]1)(C)(C)C.Br[CH2:31][C:32]1[S:33][C:34]2[CH:40]=[CH:39][CH:38]=[CH:37][C:35]=2[N:36]=1>>[S:33]1[C:34]2[CH:40]=[CH:39][CH:38]=[CH:37][C:35]=2[N:36]=[C:32]1[CH2:31][N:19]1[CH:18]([C:10]2[C:11]3[C:16](=[CH:15][CH:14]=[C:13]([CH3:17])[CH:12]=3)[N:8]([CH2:7][C:6]([OH:5])=[O:29])[CH:9]=2)[C:22]2[CH:23]=[CH:24][CH:25]=[CH:26][C:21]=2[S:20]1(=[O:27])=[O:28]. Procedure details: The title compound was prepared by the method described for example 14 using the product from example 2, step c) and 2-bromomethyl-benzothiazole. MS: ESI (negative): 502 (M−H).